This data is from the Open Reaction Database (ORD), a public repository of structured organic reaction records. The task is: describe an organic reaction: reactants, conditions, products, and yield The reactants are [Cl-].[NH4+] (Ammonium chloride), [N+](=O)([O-])C1=CC=C(C=C1)NC1=CC=CC=C1 ((4-nitro-phenyl)-phenyl-amine). Reagents/catalysts: [Zn] (Zinc). The solvent is O (water), C1CCOC1 (THF). Conditions: time 2 hour. Yields the product C1(=CC=CC=C1)NC1=CC=C(C=C1)N (N-Phenyl-benzene-1,4-diamine). RXN SMILES: [Cl-].[NH4+].[N+:3]([C:6]1[CH:11]=[CH:10][C:9]([NH:12][C:13]2[CH:18]=[CH:17][CH:16]=[CH:15][CH:14]=2)=[CH:8][CH:7]=1)([O-])=O>O.C1COCC1.[Zn]>[C:13]1([NH:12][C:9]2[CH:10]=[CH:11][C:6]([NH2:3])=[CH:7][CH:8]=2)[CH:14]=[CH:15][CH:16]=[CH:17][CH:18]=1 |f:0.1|. Reported procedure: Ammonium chloride (48 mg, 9 mmol) in water (1 mL) was added to a stirred solution of (4-nitro-phenyl)-phenyl-amine (200 mg, 0.9 mmol) in THF (4 mL). Zinc powder (48 mg, 7.4 mmol) was then added portion wise and the resulting mixture was stirred at room temperature for 2 hours then filtered over celite. The filtrate was extracted with ethyl acetate and the ethyl acetate was washed with brine solution, dried over Na2SO4 and concentrated to 160 mg (96%) of N-phenyl-benzene-1,4-diamine. LCMS: 185.1 ... Yield: 101.1%. RXN SMILES: S([O-])([O-])=O.[Na+:5].[Na+].CC(C)=O.[CH3:11][C:12]1[C:16]([S:17](Cl)(=[O:19])=[O:18])=[C:15]([CH3:21])[O:14][N:13]=1.C(=O)([O-])[O-].[Na+].[Na+]>O>[CH3:11][C:12]1[C:16]([S:17]([O-:19])=[O:18])=[C:15]([CH3:21])[O:14][N:13]=1.[Na+:5] |f:0.1.2,5.6.7,9.10|. Yields the product CC1=NOC(=C1S(=O)[O-])C.[Na+] (sodium 3,5-dimethylisoxazole-4-sulfinate). The solvent is O (water), O (water). Procedure: A solution of sodium sulfite (680 mg, 5.40 mmol) in water (5 mL) was added to an acetone (5 mL) solution of 3,5-dimethylisoxazole-4-sulfonyl chloride (530 mg, 2.70 mmol). The mixture was heated to 80° C., then a solution of sodium carbonate (430 mg, 4.05 mmol) in water (5 ml) was added dropwise. The mixture was refluxed for 16 hours then evaporated to dryness. The residue was refluxed with ethanol (20 mL), the inorganics were removed by filtration. Evaporation of the filtrate afforded 500 mg of ... Reactants: C([O-])([O-])=O.[Na+].[Na+] (sodium carbonate), S(=O)([O-])[O-].[Na+].[Na+] (sodium sulfite), CC(=O)C (acetone), CC1=NOC(=C1S(=O)(=O)Cl)C (3,5-dimethylisoxazole-4-sulfonyl chloride). Conditions: temperature 80 celsius. Reactants: OC1=C(C=C(C=C1[N+](=O)[O-])CC(=O)O)[N+](=O)[O-] ((4-hydroxy-3,5-dinitro-phenyl)-acetic acid), CO (MeOH), C(C)(=O)O (acetic acid). Solvent: CC#N (MeCN). Run at time 2 hour. The product is COC(CC1=CC(=C(C(=C1)[N+](=O)[O-])OC)[N+](=O)[O-])=O ((4-methoxy-3,5-dinitro-phenyl)-acetic acid methyl ester). RXN SMILES: [OH:1][C:2]1[C:7]([N+:8]([O-:10])=[O:9])=[CH:6][C:5]([CH2:11][C:12](O)=[O:13])=[CH:4][C:3]=1[N+:15]([O-:17])=[O:16].[C:18](O)(=O)C.[CH3:22][OH:23]>CC#N>[CH3:22][O:23][C:12](=[O:13])[CH2:11][C:5]1[CH:6]=[C:7]([N+:8]([O-:10])=[O:9])[C:2]([O:1][CH3:18])=[C:3]([N+:15]([O-:17])=[O:16])[CH:4]=1. Procedure details: A solution of TMSCHCN2 (1.0 M) was added to 4.28 g (17.3 mmol) of (4-hydroxy-3,5-dinitro-phenyl)-acetic acid in 63 mL of MeCN and 7 mL of MeOH. After 2 h, 0.8 mL of acetic acid was added. After stirring an additional 30 min, the solution was concentrated and partitioned between saturated NaHCO3 and EtOAc. The organic portion was washed with brine, dried with Na2SO4, filtered, and concentrated to provide (4-methoxy-3,5-dinitro-phenyl)-acetic acid methyl ester (3.22 g).